Dataset: the Open Reaction Database (ORD), a public repository of structured organic reaction records. Task: describe an organic reaction: reactants, conditions, products, and yield Starting materials: C(C)(C)(C)NC(=O)C1=CN(C2=NC=C(N=C21)C=2C=CC=C1C=CNC21)COCC[Si](C)(C)C (N-tert-butyl-2-(1H-indol-7-yl)-5-((2-(trimethylsilyl)ethoxy)methyl)-5H-pyrrolo[2,3-b]pyrazine-7-carboxamide), C(CN)N (ethylenediamine). The solvent is O (water), CN(C)C=O (DMF). Run at temperature 60 celsius, time 72 hour. Product: N1C=CC2=CC=CC(=C12)C=1N=C2C(=NC1)NC=C2C(=O)N (2-(1H-indol-7-yl)-5H-pyrrolo[2,3-b]pyrazine-7-carboxamide). Yield: 43.5%. RXN SMILES: C([NH:5][C:6]([C:8]1[C:16]2[C:11](=[N:12][CH:13]=[C:14]([C:17]3[CH:18]=[CH:19][CH:20]=[C:21]4[C:25]=3[NH:24][CH:23]=[CH:22]4)[N:15]=2)[N:10](COCC[Si](C)(C)C)[CH:9]=1)=[O:7])(C)(C)C.C(N)CN>CN(C=O)C.O>[NH:24]1[C:25]2[C:21](=[CH:20][CH:19]=[CH:18][C:17]=2[C:14]2[N:15]=[C:16]3[C:8]([C:6]([NH2:5])=[O:7])=[CH:9][NH:10][C:11]3=[N:12][CH:13]=2)[CH:22]=[CH:23]1. Reported procedure: To a stirred solution of N-tert-butyl-2-(1H-indol-7-yl)-5-((2-(trimethylsilyl)ethoxy)methyl)-5H-pyrrolo[2,3-b]pyrazine-7-carboxamide (54 mg, 116 μmol) in DMF (3 mL) was added ethylenediamine (350 mg, 393 μL, 5.82 mmol) and the mixture heated at 60° C. After 72 h, the reaction mixture was cooled, diluted with water, and extracted into ethyl acetate. The organic phases were combined and washed with water and brine then dried (MgSO4), filtered and concentrated in vacuo. The residue was triturated w... Starting materials: C(C)(C)(C)OC(N(CCCCNCC1=NC=C(C=C1C)C)C1CC1)=O (cyclopropyl-{4-[(3,5-dimethyl-pyridin-2-ylmethyl)-amino]-butyl}-carbamic acid tert-butyl ester), CCN(C(C)C)C(C)C (DIPEA), ClC1=CC=C(C=C1)C(C)(C)C=1C(=NC=CC1)COS(=O)(=O)C (methanesulfonic acid 3-[1-(4-chloro-phenyl)-1-methyl-ethyl]-pyridin-2-ylmethyl ester). Run in CC#N (CH3CN). The product is C(C)(C)(C)OC(N(C1CC1)CCCCN(CC1=NC=C(C=C1C)C)CC1=NC=CC=C1C(C)(C)C1=CC=C(C=C1)Cl)=O ({4-[{3-[1-(4-chloro-phenyl)-1-methyl-ethyl]-pyridin-2-ylmethyl}-(3,5-dimethyl-pyridin-2-ylmethyl)-amino]-butyl}-cyclopropyl-carbamic acid tert-butyl ester). As a reaction SMILES: [C:1]([O:5][C:6](=[O:25])[N:7]([CH:22]1[CH2:24][CH2:23]1)[CH2:8][CH2:9][CH2:10][CH2:11][NH:12][CH2:13][C:14]1[C:19]([CH3:20])=[CH:18][C:17]([CH3:21])=[CH:16][N:15]=1)([CH3:4])([CH3:3])[CH3:2].CCN(C(C)C)C(C)C.[Cl:35][C:36]1[CH:41]=[CH:40][C:39]([C:42]([C:45]2[C:46]([CH2:51]OS(C)(=O)=O)=[N:47][CH:48]=[CH:49][CH:50]=2)([CH3:44])[CH3:43])=[CH:38][CH:37]=1>CC#N>[C:1]([O:5][C:6](=[O:25])[N:7]([CH2:8][CH2:9][CH2:10][CH2:11][N:12]([CH2:51][C:46]1[C:45]([C:42]([C:39]2[CH:38]=[CH:37][C:36]([Cl:35])=[CH:41][CH:40]=2)([CH3:44])[CH3:43])=[CH:50][CH:49]=[CH:48][N:47]=1)[CH2:13][C:14]1[C:19]([CH3:20])=[CH:18][C:17]([CH3:21])=[CH:16][N:15]=1)[CH:22]1[CH2:23][CH2:24]1)([CH3:4])([CH3:2])[CH3:3]. Procedure details: Using General Procedure A: Reaction of cyclopropyl-{4-[(3,5-dimethyl-pyridin-2-ylmethyl)-amino]-butyl}-carbamic acid tert-butyl ester and DIPEA in CH3CN with methanesulfonic acid 3-[1-(4-chloro-phenyl)-1-methyl-ethyl]-pyridin-2-ylmethyl ester gave {4-[{3-[1-(4-chloro-phenyl)-1-methyl-ethyl]-pyridin-2-ylmethyl}-(3,5-dimethyl-pyridin-2-ylmethyl)-amino]-butyl}-cyclopropyl-carbamic acid tert-butyl ester as an oil. 1H NMR (CDCl3) δ 0.51-0.54 (m, 2H), 0.64-0.70 (m, 2H), 1.21-1.28 (m, 4H), 1.42 (s, 9H)... Starting materials: CC(C)(C)OC(=O)CBr, CC1(C)NCCn2c1nc(C(=O)NCc1ccc(F)cc1)c(OCc1ccccc1)c2=O, [K+], [K+], O=C([O-])[O-], CN(C)C=O. Product: CC(C)(C)OC(=O)CN1CCn2c(nc(C(=O)NCc3ccc(F)cc3)c(OCc3ccccc3)c2=O)C1(C)C. Reaction SMILES: [Br:39][CH2:40][C:41](=[O:42])[O:43][C:44]([CH3:45])([CH3:46])[CH3:47].[CH2:1]([c:2]1[cH:3][cH:4][cH:5][cH:6][cH:7]1)[O:8][c:9]1[c:10]([C:22](=[O:23])[NH:24][CH2:25][c:26]2[cH:27][cH:28][c:29]([F:32])[cH:30][cH:31]2)[n:11][c:12]2[n:13]([c:14]1=[O:15])[CH2:16][CH2:17][NH:18][C:19]2([CH3:20])[CH3:21].[K+:33].[K+:34].[O-:35][C:36]([O-:37])=[O:38].[O:48]=[CH:49][N:50]([CH3:51])[CH3:52]>>[CH2:1]([c:2]1[cH:3][cH:4][cH:5][cH:6][cH:7]1)[O:8][c:9]1[c:10]([C:22](=[O:23])[NH:24][CH2:25][c:26]2[cH:27][cH:28][c:29]([F:32])[cH:30][cH:31]2)[n:11][c:12]2[n:13]([c:14]1=[O:15])[CH2:16][CH2:17][N:18]([CH2:40][C:41](=[O:42])[O:43][C:44]([CH3:45])([CH3:46])[CH3:47])[C:19]2([CH3:20])[CH3:21].